Task: describe an organic reaction: reactants, conditions, products, and yield. Dataset: the Open Reaction Database (ORD), a public repository of structured organic reaction records Solvent: O (water). Yields the product COC1=CC=C2CC[C@@H](CC2=C1)N ((S)-7-methoxy-2-aminotetraline). Reactants: [OH-].[Na+] (sodium hydroxide), COC1=CC=C2CCC(CC2=C1)N (7-methoxy-2-aminotetraline), ( S ), COC1=CC=C2CCC(CC2=C1)N (7-methoxy-2-aminotetraline), resultant product, COC1=CC=C2CCC(CC2=C1)N (7-methoxy-2-aminotetraline), COC1=CC=C2CCC(CC2=C1)N (7-methoxy-2-aminotetraline), COC1=CC=C2CCC(CC2=C1)=O (7-methoxy-2-tetralone), O=C[C@H](O)[C@@H](O)[C@H](O)[C@H](O)CO (D-glucose), C1=CC(=C[N+](=C1)[C@H]2[C@@H]([C@@H]([C@H](O2)COP(=O)(O)OP(=O)(O)OC[C@@H]3[C@H]([C@H]([C@@H](O3)N4C=NC5=C4N=CN=C5N)O)O)O)O)C(=O)N (NAD+), P(=O)([O-])([O-])[O-] (phosphate), N[C@@H](C)C(=O)O (L-alanine), CC1=C(C(=C(C=N1)COP(=O)(O)O)C=O)O (pyridoxal phosphate), bacterial suspension, aqueous solution. As a reaction SMILES: [CH3:1][O:2][C:3]1[CH:12]=[C:11]2[C:6]([CH2:7][CH2:8][C:9](=O)[CH2:10]2)=[CH:5][CH:4]=1.O=C[C@@H]([C@H]([C@@H]([C@@H](CO)O)O)O)O.C1C=[N+:30]([C@@H]2O[C@H](COP(OP(OC[C@H]3O[C@@H](N4C5N=CN=C(N)C=5N=C4)[C@H](O)[C@@H]3O)(O)=O)(O)=O)[C@@H](O)[C@H]2O)C=C(C(N)=O)C=1.P([O-])([O-])([O-])=O.N[C@H](C(O)=O)C.CC1N=CC(COP(O)(O)=O)=C(C=O)C=1O.[OH-].[Na+].COC1C=C2C(CCC(N)C2)=CC=1>O>[CH3:1][O:2][C:3]1[CH:12]=[C:11]2[C:6]([CH2:7][CH2:8][C@H:9]([NH2:30])[CH2:10]2)=[CH:5][CH:4]=1 |f:6.7|. Procedure details: Into a flask containing 300 mg of a substrate 7-methoxy-2-tetralone, 460 mg of D-glucose, 3 mg of NAD+, 3 ml of 1 M phosphate buffer solution (with a pH of 7), 910 mg of L-alanine, and 4.0 mg of pyridoxal phosphate, 6 ml of the bacterial suspension were poured, and then deionized water was added so that total volume was 30 ml. The resultant product was stirred at 30° C. for 25 hours while being adjusted to a pH of 6.8 by drippage of 5 N aqueous solution of sodium hydroxide. After the reaction, 7... Reactants: Cl.ClC=1C=C(C=CC1Cl)OC1C2=C(CNC1)OC=C2 (4-(3,4-Dichlorophenyloxy)-4,5,6,7-tetrahydrofuro[2,3-c]pyridine hydrochloride), C(C)(=O)OCC (ethyl acetate), C(C)OC(C)=O.Cl (hydrochloric acid ethyl acetate), ICCO (2-iodoethanol). Solvent: C(C)O (ethanol). Reaction conditions: temperature 80 celsius, time 8 hour. Yields the product Cl.ClC=1C=C(C=CC1Cl)OC1C2=C(CN(C1)CCO)OC=C2 (4-(3,4-Dichlorophenyloxy)-6-(2-hydroxyethyl)-4,5,6,7-tetrahydrofuro[2,3-c]pyridine hydrochloride). Isolated yield 63.3%. As a reaction SMILES: Cl.[Cl:2][C:3]1[CH:4]=[C:5]([O:10][CH:11]2[CH2:16][NH:15][CH2:14][C:13]3[O:17][CH:18]=[CH:19][C:12]2=3)[CH:6]=[CH:7][C:8]=1[Cl:9].I[CH2:21][CH2:22][OH:23].C(OCC)(=O)C.C(OC(=O)C)C.Cl>C(O)C>[ClH:2].[Cl:2][C:3]1[CH:4]=[C:5]([O:10][CH:11]2[CH2:16][N:15]([CH2:21][CH2:22][OH:23])[CH2:14][C:13]3[O:17][CH:18]=[CH:19][C:12]2=3)[CH:6]=[CH:7][C:8]=1[Cl:9] |f:0.1,4.5,7.8|. Reported procedure: 4-(3,4-Dichlorophenyloxy)-4,5,6,7-tetrahydrofuro-[2,3-c]pyridine hydrochloride (Example 119) (50 mg) was dissolved in 5 mL of dehydrated ethanol and then 220 mg of 2-iodoethanol was dropped thereinto. The reaction solution was heated with stirring at 80° C. overnight and concentrated in vacuo to evaporate the solvent and excess 2-iodoethanol. The residue was purified by silica gel column chromatography and the resulting free substance of the objective compound was dissolved in 5 mL of ethyl acet... Reactants: solution, C(C)(C)(C)[Li] (t-butyllithium), CCCCC (pentane), iodo, CCOCC (ether). Reaction conditions: temperature -78 celsius, time 20 minute. Product: C(CCC)C1=COC=C1 (3-butylfuran). The yield is 100.0%. As a reaction SMILES: C([Li])(C)(C)C.[CH3:6][CH2:7][CH2:8][CH2:9]C.[CH3:11][CH2:12][O:13][CH2:14][CH3:15]>>[CH2:6]([C:11]1[CH:15]=[CH:14][O:13][CH:12]=1)[CH2:7][CH2:8][CH3:9]. Procedure: The iodo-product obtained from Step B above (2.2 g, 8.8 mmol) was dissolved in 60 mL of ether, and stirred in a −78° C. bath. A 1.7 M solution of t-butyllithium in pentane (10.4 mL, 17.7 mmol) was added dropwise. After 20 min, cooling bath was removed. Reaction was continued for 2.5 hr and quenched with H2O (20 mL). The aqueous mixture was stirred overnight and separated. The aqueous layer was extracted with ether (30 mL). The combined organic layers were washed with brine, dried by Na2SO4, and ...